Dataset: the Open Reaction Database (ORD), a public repository of structured organic reaction records. Task: describe an organic reaction: reactants, conditions, products, and yield Starting materials: C(C)(C)(C)OC(N(CC)C(CC[C@@H](COCC1=CC=CC=C1)OC)C(=N)NO)=O (tert-butyl{(4S)-5-(benzyloxy)-1-[(hydroxyamino)(imino)methyl]-4-methoxypentyl}ethylcarbamate), C(#CC(=O)OC)C(=O)OC (dimethyl acetylene dicarboxylate), CO (MeOH). Run at time 8 hour. Product: C(C1=CC=CC=C1)OC[C@H](CCC(N(CC)C(=O)OC(C)(C)C)C=1NC(C(=C(N1)C(=O)OC)O)=O)OC (methyl 2-{(4S)-5-(benzyloxy)-1-[(tert-butoxycarbonyl)(ethyl)amino]-4-methoxypentyl}-5-hydroxy-6-oxo-1,6-dihydropyrimidine-4-carboxylate). As a reaction SMILES: [C:1]([O:5][C:6](=[O:29])[N:7]([CH:10]([C:25]([NH:27]O)=[NH:26])[CH2:11][CH2:12][C@H:13]([O:23][CH3:24])[CH2:14][O:15][CH2:16][C:17]1[CH:22]=[CH:21][CH:20]=[CH:19][CH:18]=1)[CH2:8][CH3:9])([CH3:4])([CH3:3])[CH3:2].[C:30]([C:36]([O:38][CH3:39])=[O:37])#[C:31][C:32](OC)=[O:33].C[OH:41]>>[CH2:16]([O:15][CH2:14][C@@H:13]([O:23][CH3:24])[CH2:12][CH2:11][CH:10]([C:25]1[NH:27][C:32](=[O:33])[C:31]([OH:41])=[C:30]([C:36]([O:38][CH3:39])=[O:37])[N:26]=1)[N:7]([C:6]([O:5][C:1]([CH3:4])([CH3:3])[CH3:2])=[O:29])[CH2:8][CH3:9])[C:17]1[CH:22]=[CH:21][CH:20]=[CH:19][CH:18]=1. Procedure: To a solution of tert-butyl{(4S)-5-(benzyloxy)-1-[(hydroxyamino)(imino)methyl]-4-methoxypentyl}ethylcarbamate (72.6 g, 177 mmol) in MeOH (1773 ml) at 0° C. was added dimethyl acetylene dicarboxylate (26.3 mL, 213 mmol). The reaction mixture was stirred at ambient temperature overnight and then concentrated in vacuo. The residue was dissolved in toluene and concentrated in vacuo (3×) to remove MeOH. The crude product was used in the next reaction without purification. LC-MS: 553.5 (M+1). Run at temperature 100 celsius. Procedure details: A mixture of 4.5 g (31.1 mmol) of p-chlorothiophenol, 3.7 g (4.2 ml; 37.3 mmol) of 3-butyn-2-ol and 150 mg of powdered potassium hydroxide is heated to 100° C for 20 minutes. The brown crude product is then chromatographed on silica gel (ethyl acetate/hexane). There is obtained pure rac-(Z)-4-[(p-chlorophenyl)thio]-3-buten-2-ol. RXN SMILES: [Cl:1][C:2]1[CH:7]=[CH:6][C:5]([SH:8])=[CH:4][CH:3]=1.[CH3:9][CH:10]([OH:13])[C:11]#[CH:12].[OH-].[K+]>>[Cl:1][C:2]1[CH:7]=[CH:6][C:5]([S:8]/[CH:12]=[CH:11]\[CH:10]([OH:13])[CH3:9])=[CH:4][CH:3]=1 |f:2.3|. Starting materials: ClC1=CC=C(C=C1)S (p-chlorothiophenol), CC(C#C)O (3-butyn-2-ol), [OH-].[K+] (potassium hydroxide). Product: ClC1=CC=C(C=C1)S\C=C/C(C)O (rac-(Z)-4-[(p-chlorophenyl)thio]-3-buten-2-ol). Starting materials: [BH4-].[Na+] (Sodium borohydride), COC=1C=C(C=CC1N1C=NC(=C1)C)NC1=NC(=CC(=N1)C(C)=O)C(C)OCC(F)(F)F (1-(2-(3-Methoxy-4-(4-methyl-1H-imidazol-1-yl)phenylamino)-6-(1-(2,2,2-trifluoroethoxy)-ethyl)pyrimidin-4-yl)ethanone), CC(=O)C (Acetone). Solvent: C(C)O (ethanol). Reaction conditions: time 10 minute. Yields the product COC=1C=C(C=CC1N1C=NC(=C1)C)NC1=NC(=CC(=N1)C(C)O)C(C)OCC(F)(F)F (1-(2-(3-Methoxy-4-(4-methyl-1H-imidazol-1-yl)phenylamino)-6-(1-(2,2,2-trifluoroethoxy)-ethyl)pyrimidin-4-yl)ethanol). RXN SMILES: [CH3:1][O:2][C:3]1[CH:4]=[C:5]([NH:15][C:16]2[N:21]=[C:20]([C:22](=[O:24])[CH3:23])[CH:19]=[C:18]([CH:25]([O:27][CH2:28][C:29]([F:32])([F:31])[F:30])[CH3:26])[N:17]=2)[CH:6]=[CH:7][C:8]=1[N:9]1[CH:13]=[C:12]([CH3:14])[N:11]=[CH:10]1.[BH4-].[Na+].CC(C)=O>C(O)C>[CH3:1][O:2][C:3]1[CH:4]=[C:5]([NH:15][C:16]2[N:21]=[C:20]([CH:22]([OH:24])[CH3:23])[CH:19]=[C:18]([CH:25]([O:27][CH2:28][C:29]([F:30])([F:31])[F:32])[CH3:26])[N:17]=2)[CH:6]=[CH:7][C:8]=1[N:9]1[CH:13]=[C:12]([CH3:14])[N:11]=[CH:10]1 |f:1.2|. Procedure details: 1-(2-(3-Methoxy-4-(4-methyl-1H-imidazol-1-yl)phenylamino)-6-(1-(2,2,2-trifluoroethoxy)-ethyl)pyrimidin-4-yl)ethanone (90 mg, 0.20 mmol) was dissolved in ethanol (5 mL). Sodium borohydride (30.3 mg, 0.80 mmol) was added in portions. The mixture was stirred at rt for 10 min. Acetone (2 mL) was added and the mixture was stirred for 20 min. The mixture was filtered, the volatiles were removed in vacuum, and the residue was purified by preparative HPLC to yield the title compound consisting of four s... Starting materials: C(CC)C1=CC=C(C=C1)C1CCC(CC1)C1CCC2(OCCO2)CC1 (8-[4-(4-propylphenyl)cyclohexyl]-1,4-dioxaspiro[4.5]-decane), C(=O)O (formic acid), O (Water). Run in C1(=CC=CC=C1)C (toluene). Yields the product C(CC)C1=CC=C(C=C1)C1CCC(CC1)C1CCC(CC1)=O (4′-(4-propylphenyl)bicyclohexyl-4-one). Reaction SMILES: [CH2:1]([C:4]1[CH:9]=[CH:8][C:7]([CH:10]2[CH2:15][CH2:14][CH:13]([CH:16]3[CH2:25][CH2:24][C:19]4(OCC[O:20]4)[CH2:18][CH2:17]3)[CH2:12][CH2:11]2)=[CH:6][CH:5]=1)[CH2:2][CH3:3].C(O)=O.O>C1(C)C=CC=CC=1>[CH2:1]([C:4]1[CH:9]=[CH:8][C:7]([CH:10]2[CH2:11][CH2:12][CH:13]([CH:16]3[CH2:25][CH2:24][C:19](=[O:20])[CH2:18][CH2:17]3)[CH2:14][CH2:15]2)=[CH:6][CH:5]=1)[CH2:2][CH3:3]. Procedure: 190.5 g (0.55 mol) of 8-[4-(4-propylphenyl)cyclohexyl]-1,4-dioxaspiro[4.5]-decane are stirred vigorously for 19 h together with 480 ml of formic acid in 900 ml of toluene. Water is added, and the organic phase is separated off. The aqueous phase is extracted with MTBE, and the combined organic phases are washed successively with water, sat. sodium hydrogencarbonate solution and sat. sodium chloride solution. The solution is dried using sodium sulfate and concentrated to completion. The crude pro... Reactants: COC(=O)C(=O)OC, C1CCOC1, C[Si](C)(C)[N-][Si](C)(C)C, Cl, CC(=O)N(C)Cc1ccc(F)cc1, [Li+]. The product is COC(=O)C(O)=CC(=O)N(C)Cc1ccc(F)cc1. As a reaction SMILES: [C:24]([C:25](=[O:26])[O:27][CH3:28])(=[O:29])[O:30][CH3:31].[CH2:33]1[O:34][CH2:35][CH2:36][CH2:37]1.[CH3:15][Si:16]([N-:17][Si:18]([CH3:19])([CH3:20])[CH3:21])([CH3:22])[CH3:23].[ClH:32].[F:1][c:2]1[cH:3][cH:4][c:5]([CH2:6][N:7]([C:8]([CH3:9])=[O:10])[CH3:11])[cH:12][cH:13]1.[Li+:14]>>[F:1][c:2]1[cH:3][cH:4][c:5]([CH2:6][N:7]([C:8]([CH:9]=[C:24]([C:25](=[O:26])[O:27][CH3:28])[OH:29])=[O:10])[CH3:11])[cH:12][cH:13]1. Starting materials: C(C1=CC=CC=C1)N (benzylamine), ClC1=CC=C(CN2C(=CC=C2)C(=O)N2CCC(CC2)C(=O)O)C=C1 (1-(1-(4-chlorobenzyl)-1H-pyrrole-2-carbonyl)piperidine-4-carboxylic acid), C=1C=CC2=C(C1)N=NN2O (HOBt), CCN(C(C)C)C(C)C (Hunig's Base), C(CCl)Cl (EDC). Run in CCOCC (Et2O), CCOC(=O)C (EtOAc), CN(C)C=O (DMF). Run at time 1 day. Product: C(C1=CC=CC=C1)NC(=O)C1CCN(CC1)C(=O)C=1N(C=CC1)CC1=CC=C(C=C1)Cl (N-benzyl-1-(1-(4-chlorobenzyl)-1H-pyrrole-2-carbonyl)piperidine-4-carboxamide). Yield: 69.8%. As a reaction SMILES: [Cl:1][C:2]1[CH:24]=[CH:23][C:5]([CH2:6][N:7]2[CH:11]=[CH:10][CH:9]=[C:8]2[C:12]([N:14]2[CH2:19][CH2:18][CH:17]([C:20]([OH:22])=O)[CH2:16][CH2:15]2)=[O:13])=[CH:4][CH:3]=1.CCN(C(C)C)C(C)C.C(Cl)CCl.C1C=CC2N(O)N=NC=2C=1.[CH2:48]([NH2:55])[C:49]1[CH:54]=[CH:53][CH:52]=[CH:51][CH:50]=1>CN(C=O)C.CCOCC.CCOC(C)=O>[CH2:48]([NH:55][C:20]([CH:17]1[CH2:18][CH2:19][N:14]([C:12]([C:8]2[N:7]([CH2:6][C:5]3[CH:23]=[CH:24][C:2]([Cl:1])=[CH:3][CH:4]=3)[CH:11]=[CH:10][CH:9]=2)=[O:13])[CH2:15][CH2:16]1)=[O:22])[C:49]1[CH:54]=[CH:53][CH:52]=[CH:51][CH:50]=1. Procedure: The following was dissolved in anhydrous DMF (3 mL): 1-(1-(4-chlorobenzyl)-1H-pyrrole-2-carbonyl)piperidine-4-carboxylic acid (115 mg, 0.332 mmol), Hunig's Base (0.174 ml, 0.995 mmol), EDC (76 mg, 0.398 mmol), HOBt (60.9 mg, 0.398 mmol), and benzylamine (0.040 ml, 0.365 mmol). This was stirred at room temperature for 1 day with 3 Å molecular sieves. At this time, a 1:1 solution of EtOAc:Et2O (20 mL) was added and the organic layer was washed with 10% aq. Na2CO3 (2×10 mL) and brine (1×10 mL). The...